From a dataset of the Open Reaction Database (ORD), a public repository of structured organic reaction records. describe an organic reaction: reactants, conditions, products, and yield The reactants are BrC=1C=CC(=C(C1)C1=CN=C(N=N1)NC(C)(C)C1=C(C=CC=C1)F)F (6-(5-Bromo-2-fluorophenyl)-N-(2-(2-fluorophenyl)propan-2-yl)-1,2,4-triazin-3-amine), CN(C)C=O (DMF). The reagents and catalysts are [C-]#N.[Zn+2].[C-]#N (zinc cyanide), C=1C=CC(=CC1)[P](C=2C=CC=CC2)(C=3C=CC=CC3)[Pd]([P](C=4C=CC=CC4)(C=5C=CC=CC5)C=6C=CC=CC6)([P](C=7C=CC=CC7)(C=8C=CC=CC8)C=9C=CC=CC9)[P](C=1C=CC=CC1)(C=1C=CC=CC1)C=1C=CC=CC1 (Pd(PPh3)4). Solvent: CCOC(=O)C (EtOAc). Conditions: temperature 100 celsius. The product is FC1=C(C=C(C#N)C=C1)C1=CN=C(N=N1)NC(C)(C)C1=C(C=CC=C1)F (4-Fluoro-3-(3-(2-(2-fluorophenyl)propan-2-ylamino)-1,2,4-triazin-6-yl)benzonitrile). RXN SMILES: Br[C:2]1[CH:3]=[CH:4][C:5]([F:25])=[C:6]([C:8]2[N:13]=[N:12][C:11]([NH:14][C:15]([C:18]3[CH:23]=[CH:22][CH:21]=[CH:20][C:19]=3[F:24])([CH3:17])[CH3:16])=[N:10][CH:9]=2)[CH:7]=1.[CH3:26][N:27](C=O)C>CCOC(C)=O.[C-]#N.[Zn+2].[C-]#N.C1C=CC([P]([Pd]([P](C2C=CC=CC=2)(C2C=CC=CC=2)C2C=CC=CC=2)([P](C2C=CC=CC=2)(C2C=CC=CC=2)C2C=CC=CC=2)[P](C2C=CC=CC=2)(C2C=CC=CC=2)C2C=CC=CC=2)(C2C=CC=CC=2)C2C=CC=CC=2)=CC=1>[F:25][C:5]1[CH:4]=[CH:3][C:2]([C:26]#[N:27])=[CH:7][C:6]=1[C:8]1[N:13]=[N:12][C:11]([NH:14][C:15]([C:18]2[CH:23]=[CH:22][CH:21]=[CH:20][C:19]=2[F:24])([CH3:17])[CH3:16])=[N:10][CH:9]=1 |f:3.4.5,^1:45,47,66,85|. Procedure: 6-(5-Bromo-2-fluorophenyl)-N-(2-(2-fluorophenyl)propan-2-yl)-1,2,4-triazin-3-amine (2.2 g, 5.6 mmol), zinc cyanide (0.72 g, 6.2 mmol), Pd(PPh3)4 (2.9 g, 2.8 mmol), and DMF (20 mL) were combined and heated in a round bottom flask at 100° C. for 2 h. The reaction mixture was diluted with EtOAc and washed with satd. aq. NaHCO3 and brine. The organic layer was dried over sodium sulfate, filtered, concentrated and purified using silica gel chromatography to provide a yellow solid (1.7 g), m/z=352.1 [...